Dataset: the Open Reaction Database (ORD), a public repository of structured organic reaction records. Task: describe an organic reaction: reactants, conditions, products, and yield Starting materials: CO, CC(C)(c1ncc(-c2cc(Nc3nccc(C(F)(F)F)n3)cc([N+](=O)[O-])c2)s1)S(N)(=O)=O. The product is CC(C)(c1ncc(-c2cc(N)cc(Nc3nccc(C(F)(F)F)n3)c2)s1)S(N)(=O)=O. RXN SMILES: [CH3:33][OH:34].[N+:1]([O-:2])(=[O:3])[c:4]1[cH:5][c:6](-[c:21]2[cH:22][n:23][c:24]([C:26]([CH3:27])([CH3:28])[S:29](=[O:30])(=[O:31])[NH2:32])[s:25]2)[cH:7][c:8]([NH:10][c:11]2[n:12][cH:13][cH:14][c:15]([C:17]([F:18])([F:19])[F:20])[n:16]2)[cH:9]1>>[NH2:1][c:4]1[cH:5][c:6](-[c:21]2[cH:22][n:23][c:24]([C:26]([CH3:27])([CH3:28])[S:29](=[O:30])(=[O:31])[NH2:32])[s:25]2)[cH:7][c:8]([NH:10][c:11]2[n:12][cH:13][cH:14][c:15]([C:17]([F:18])([F:19])[F:20])[n:16]2)[cH:9]1.